describe an organic reaction: reactants, conditions, products, and yield From a dataset of the Open Reaction Database (ORD), a public repository of structured organic reaction records. Product: NC1c2ccccc2CC1O. Starting materials: O=C(O)C1c2ccccc2CC1O, CCOC(C)=O, CCOC(=O)N=NC(=O)OCC, C1CCOC1, c1ccc(P(c2ccccc2)c2ccccc2)cc1. RXN SMILES: [C:1]([OH:2])(=[O:3])[CH:4]1[CH:5]([OH:13])[CH2:6][c:7]2[cH:8][cH:9][cH:10][cH:11][c:12]21.[CH3:45][CH2:46][O:47][C:48](=[O:49])[CH3:50].[O:14]=[C:15]([N:16]=[N:20][C:21]([O:22][CH2:23][CH3:24])=[O:25])[O:17][CH2:18][CH3:19].[O:51]1[CH2:52][CH2:53][CH2:54][CH2:55]1.[c:26]1([P:27]([c:28]2[cH:29][cH:30][cH:31][cH:32][cH:33]2)[c:34]2[cH:35][cH:36][cH:37][cH:38][cH:39]2)[cH:40][cH:41][cH:42][cH:43][cH:44]1>>[CH:4]1([NH2:16])[CH:5]([OH:13])[CH2:6][c:7]2[cH:8][cH:9][cH:10][cH:11][c:12]21. Starting materials: ClC=1N=C(C2=C(N1)C(=CS2)C)Cl (2,4-dichloro-7-methylthieno[3,2-d]pyrimidine), CC1=C(C(=CC(=C1)C)C)O (2,4,6-trimethyl phenol), [H-].[Na+] (NaH). Solvent: C1CCOC1 (THF), C1CCOC1 (THF), O (water). Reaction conditions: time 30 minute. The product is ClC=1N=C(C2=C(N1)C(=CS2)C)OC2=C(C=C(C=C2C)C)C (2-Chloro-4-(mesityloxy)-7-methylthieno[3,2-d]pyrimidine). Yield: 90.0%. Reaction SMILES: [H-].[Na+].[CH3:3][C:4]1[CH:9]=[C:8]([CH3:10])[CH:7]=[C:6]([CH3:11])[C:5]=1[OH:12].[Cl:13][C:14]1[N:15]=[C:16](Cl)[C:17]2[S:22][CH:21]=[C:20]([CH3:23])[C:18]=2[N:19]=1>C1COCC1.O>[Cl:13][C:14]1[N:15]=[C:16]([O:12][C:5]2[C:6]([CH3:11])=[CH:7][C:8]([CH3:10])=[CH:9][C:4]=2[CH3:3])[C:17]2[S:22][CH:21]=[C:20]([CH3:23])[C:18]=2[N:19]=1 |f:0.1|. Reported procedure: A stirred suspension of NaH (16 mg, 0.4 mmol) in dry THF (2 mL) was added 2,4,6-trimethyl phenol and stirred at room temperature for 30 min under argon. The reaction mixture was added to a solution of 2,4-dichloro-7-methylthieno[3,2-d]pyrimidine (87 mg, 0.4 mmol) in dry THF (2 mL) at 0° C. and slowly warmed up to room temperature. After stirring the reaction for 2 h, the resulting mixture was diluted with water and washed with EtOAc. The combined organic layers were washed with water, brine, dri... Starting materials: CC(C)(C)OC(=O)N(C=1C=NC=C(C1)Br)C(=O)OC(C)(C)C (3-[bis[[(1,1-dimethylethyl)oxy]carbonyl]amino]-5-bromo-pyridine), CN1C(=CC2=CC=C(C=C12)Cl)B(O)O (N-methyl-6-chloroindole-2-boronic acid), P(=O)([O-])([O-])[O-].[K+].[K+].[K+] (potassium phosphate). Reagents/catalysts: C=1C=CC(=CC1)[P](C=2C=CC=CC2)(C=3C=CC=CC3)[Pd]([P](C=4C=CC=CC4)(C=5C=CC=CC5)C=6C=CC=CC6)([P](C=7C=CC=CC7)(C=8C=CC=CC8)C=9C=CC=CC9)[P](C=1C=CC=CC1)(C=1C=CC=CC1)C=1C=CC=CC1 (Pd(PPh3)4). Run in CN(C)C=O (DMF). Reaction conditions: temperature 90 celsius, time 5 hour. Product: CC(C)(C)OC(=O)N(C=1C=NC=C(C1)C=1N(C2=CC(=CC=C2C1)Cl)C)C(=O)OC(C)(C)C (3-[bis[[(1,1-dimethylethyl)oxy]carbonyl]amino]-5-(6-chloro-1-methyl-1H-indol-2-yl)-pyridine). RXN SMILES: [CH3:1][C:2]([O:5][C:6]([N:8]([C:16]([O:18][C:19]([CH3:22])([CH3:21])[CH3:20])=[O:17])[C:9]1[CH:10]=[N:11][CH:12]=[C:13](Br)[CH:14]=1)=[O:7])([CH3:4])[CH3:3].[CH3:23][N:24]1[C:32]2[C:27](=[CH:28][CH:29]=[C:30]([Cl:33])[CH:31]=2)[CH:26]=[C:25]1B(O)O.P([O-])([O-])([O-])=O.[K+].[K+].[K+]>C1C=CC([P]([Pd]([P](C2C=CC=CC=2)(C2C=CC=CC=2)C2C=CC=CC=2)([P](C2C=CC=CC=2)(C2C=CC=CC=2)C2C=CC=CC=2)[P](C2C=CC=CC=2)(C2C=CC=CC=2)C2C=CC=CC=2)(C2C=CC=CC=2)C2C=CC=CC=2)=CC=1.CN(C=O)C>[CH3:1][C:2]([O:5][C:6]([N:8]([C:16]([O:18][C:19]([CH3:22])([CH3:21])[CH3:20])=[O:17])[C:9]1[CH:10]=[N:11][CH:12]=[C:13]([C:25]2[N:24]([CH3:23])[C:32]3[C:27]([CH:26]=2)=[CH:28][CH:29]=[C:30]([Cl:33])[CH:31]=3)[CH:14]=1)=[O:7])([CH3:4])[CH3:3] |f:2.3.4.5,^1:48,50,69,88|. Reported procedure: A flask is charged with 3-[bis[[(1,1-dimethylethyl)oxy]carbonyl]amino]-5-bromo-pyridine (1.12 g, 3.0 mmol), N-methyl-6-chloroindole-2-boronic acid (754 mg, 3.6 mmol), finely crushed potassium phosphate (1.27 g, 6.0 mmol) and DMF (20 mL). After degassing for 15 min, Pd(PPh3)4 (173 mg, 0.15 mmol) is added. The flask is flushed with nitrogen and the mixture is heated to 90° C. and stirred for 5 h. The mixture is then cooled to room temperature and poured into water (100 mL). The mixture is extracte...